From a dataset of the Open Reaction Database (ORD), a public repository of structured organic reaction records. describe an organic reaction: reactants, conditions, products, and yield Starting materials: C(C)(=O)OC1=CC(=CC=C1)C1=NOC(=N1)C (3-(5-methyl-1,2,4-oxadiazol-3-yl)phenyl acetate). The solvent is Cl (HCl). Run at time 8 hour. The product is CC1=NC(=NO1)C=1C=C(C=CC1)O (3-(5-methyl-1,2,4-oxadiazol-3-yl)phenol). RXN SMILES: C([O:4][C:5]1[CH:10]=[CH:9][CH:8]=[C:7]([C:11]2[N:15]=[C:14]([CH3:16])[O:13][N:12]=2)[CH:6]=1)(=O)C>Cl>[CH3:16][C:14]1[O:13][N:12]=[C:11]([C:7]2[CH:6]=[C:5]([OH:4])[CH:10]=[CH:9][CH:8]=2)[N:15]=1. Procedure: A solution of 8.55 g (39.18 mmol) of the product obtained in Step C above in 120 ml of 1N HCl solution is heated at reflux for 90 minutes and is then left at ambient temperature overnight, with stirring. The precipitate is filtered off to yield the title product. Reactants: COc1c(C#N)cc(C(=O)O)cc1C(C)(C)C, Cc1ccccc1, CN(C)C=O, O=S(Cl)Cl. Yields the product COc1c(C#N)cc(C(=O)Cl)cc1C(C)(C)C. Reaction SMILES: [C:1]([CH3:2])([CH3:3])([CH3:4])[c:5]1[cH:6][c:7]([C:8](=[O:9])[OH:10])[cH:11][c:12]([C:16]#[N:17])[c:13]1[O:14][CH3:15].[CH3:18][c:19]1[cH:20][cH:21][cH:22][cH:23][cH:24]1.[CH3:29][N:30]([CH3:31])[CH:32]=[O:33].[S:25]([Cl:26])([Cl:27])=[O:28]>>[C:1]([CH3:2])([CH3:3])([CH3:4])[c:5]1[cH:6][c:7]([C:8](=[O:9])[Cl:27])[cH:11][c:12]([C:16]#[N:17])[c:13]1[O:14][CH3:15]. Reactants: FC=1C=C(C(=O)O)C=CC1N1CCC(CC1)C (3-Fluoro-4-(4-methylpiperidin-1-yl)benzoic acid), NC1=CC=C(C=C1)N1CC(CC1)N(C)C ([1-(4-aminophenyl)-pyrrolidin-3-yl]dimethylamine). Product: CN(C1CN(CC1)C1=CC=C(C=C1)NC(C1=CC(=C(C=C1)N1CCC(CC1)C)F)=O)C (N-[4-(3-Dimethylaminopyrrolidin-1-yl)phenyl]-3-fluoro-4-(4-methylpiperidin-1-yl)-benzamide). Reaction SMILES: [F:1][C:2]1[CH:3]=[C:4]([CH:8]=[CH:9][C:10]=1[N:11]1[CH2:16][CH2:15][CH:14]([CH3:17])[CH2:13][CH2:12]1)[C:5]([OH:7])=O.[NH2:18][C:19]1[CH:24]=[CH:23][C:22]([N:25]2[CH2:29][CH2:28][CH:27]([N:30]([CH3:32])[CH3:31])[CH2:26]2)=[CH:21][CH:20]=1>>[CH3:31][N:30]([CH3:32])[CH:27]1[CH2:28][CH2:29][N:25]([C:22]2[CH:23]=[CH:24][C:19]([NH:18][C:5](=[O:7])[C:4]3[CH:8]=[CH:9][C:10]([N:11]4[CH2:16][CH2:15][CH:14]([CH3:17])[CH2:13][CH2:12]4)=[C:2]([F:1])[CH:3]=3)=[CH:20][CH:21]=2)[CH2:26]1. Procedure details: 3-Fluoro-4-(4-methylpiperidin-1-yl)benzoic acid was reacted with [1-(4-aminophenyl)-pyrrolidin-3-yl]dimethylamine by method E-a. This resulted in the product with the molecular weight of 424.00 (C25H33FN4O); MS (ESI): 425 (M+H+) as hydrotrifluoroacetate. Starting materials: aqueous solution, C1=CC=CC=C1.[Cl-].C(CCC)[NH+](CCCC)CCCC (benzene tributyl-ammonium-chloride), BrCCBr (1,2-dibromo-ethane), CC1(OC2=CC(=CC=C2C(=C1)C)O)C (2,2,4-trimethyl-7-hydroxy-(2H)-chromene), [OH-].[Na+] (sodium hydroxide). The solvent is C(Cl)Cl (methylene-chloride). Product: CC1(OC2=CC(=CC=C2C(=C1)C)OCCBr)C (2,2,4-trimethyl-7-(2'-bromo-ethyl-oxy)-(2H)-chromene). The yield is 65.0%. Reaction SMILES: [CH3:1][C:2]1([CH3:14])[CH:11]=[C:10]([CH3:12])[C:9]2[C:4](=[CH:5][C:6]([OH:13])=[CH:7][CH:8]=2)[O:3]1.[OH-].[Na+].C1C=CC=CC=1.[Cl-].C([NH+](CCCC)CCCC)CCC.[Br:37][CH2:38][CH2:39]Br>C(Cl)Cl>[CH3:1][C:2]1([CH3:14])[CH:11]=[C:10]([CH3:12])[C:9]2[C:4](=[CH:5][C:6]([O:13][CH2:39][CH2:38][Br:37])=[CH:7][CH:8]=2)[O:3]1 |f:1.2,3.4.5|. Procedure: To a 8% aqueous solution of 0.1 mole (19.02 g.) 2,2,4-trimethyl-7-hydroxy-(2H)-chromene and 0.2 mole (8 g.) sodium hydroxide 4 g. of benzene-tributyl-ammonium-chloride as phase transfer catalyst and a solution of 0.2 mole 1,2-dibromo-ethane in 200 ml. methylene-chloride are added under stirring and the solution is heated for 12 hours. After cooling the organic layer is separated and dried above sodium sulphate and evaporated. The residue is dissolved in 50 ml. diethyl-ether and the substance is ... Starting materials: C1(=CC=CC=C1)O (phenol), ClC1=NC2=CC(=C(C=C2C(=N1)C1=CC=C(C=C1)C(C)C)OC)OC (2-chloro-4-(4-isopropyl-phenyl)-6,7-dimethoxy-quinazoline). The solvent is C(C)(C)(C)O (t-butanol), CCOCC (ether). Conditions: time 3 hour. Yields the product C(C)(C)C1=CC=C(C=C1)C1=NC(=NC2=CC(=C(C=C12)OC)OC)OC1=CC=CC=C1 (4-(4-isopropyl-phenyl)-6,7-dimethoxy-2-phenoxy-quinazoline). RXN SMILES: [C:1]1([OH:7])[CH:6]=[CH:5][CH:4]=[CH:3][CH:2]=1.Cl[C:9]1[N:18]=[C:17]([C:19]2[CH:24]=[CH:23][C:22]([CH:25]([CH3:27])[CH3:26])=[CH:21][CH:20]=2)[C:16]2[C:11](=[CH:12][C:13]([O:30][CH3:31])=[C:14]([O:28][CH3:29])[CH:15]=2)[N:10]=1>C(O)(C)(C)C.CCOCC>[CH:25]([C:22]1[CH:23]=[CH:24][C:19]([C:17]2[C:16]3[C:11](=[CH:12][C:13]([O:30][CH3:31])=[C:14]([O:28][CH3:29])[CH:15]=3)[N:10]=[C:9]([O:7][C:1]3[CH:6]=[CH:5][CH:4]=[CH:3][CH:2]=3)[N:18]=2)=[CH:20][CH:21]=1)([CH3:27])[CH3:26]. Reported procedure: 216 mg (2.30 mmol) phenol and 11 mg (0.44 mmol) are dissolved in 2 ml t-butanol and the resulting solution is stirred for 3 h at rt. After that time 80 mg (0.23 mmol) 2-chloro-4-(4-isopropyl-phenyl)-6,7-dimethoxy-quinazoline is added and the solution is stirred at 85° C. overnight. The reaction mixture is diluted with ether and extracted with brine. The organic layer is dried and evaporated. After chromatography (hexane/ethyl acetate the product is obtained as yellow solid.